This data is from the Open Reaction Database (ORD), a public repository of structured organic reaction records. The task is: describe an organic reaction: reactants, conditions, products, and yield The reactants are NC=1C(=CC2=CC=CC=C2C1)C(=O)O (3-amino-2-naphthoic acid), ClC(=O)OCC (ethyl chloroformate). Solvent: N1=CC=CC=C1 (pyridine). Reaction conditions: time 20 hour. Product: C(C)OC=1OC(C2=C(N1)C=C1C=CC=CC1=C2)=O (2-ethoxy-4H-naphtho[2,3-d][1,3]oxazin-4-one). As a reaction SMILES: [NH2:1][C:2]1[C:3]([C:12]([OH:14])=[O:13])=[CH:4][C:5]2[C:10]([CH:11]=1)=[CH:9][CH:8]=[CH:7][CH:6]=2.Cl[C:16]([O:18][CH2:19][CH3:20])=O>N1C=CC=CC=1>[CH2:19]([O:18][C:16]1[O:13][C:12](=[O:14])[C:3]2[CH:4]=[C:5]3[C:10]([CH:9]=[CH:8][CH:7]=[CH:6]3)=[CH:11][C:2]=2[N:1]=1)[CH3:20]. Procedure details: To a solution of 3-amino-2-naphthoic acid (3.74 g, 20.0 mmol, 1 equiv.) in pyridine (40 ml) at −10° C. under nitrogen was added ethyl chloroformate (7.6 ml, 8.63 g, 79.5 mmol, 4.0 equiv) dropwise over an hour. The reaction was stirred from −10° C. to room temperature over 20 hours. The solvent was evaporated under reduced pressure, water (100 ml) was added to the solid residue, and the mixture was stirred at room temperature for 1 hour. The precipitate was filtered, washed with water and dried t... Starting materials: BrC=1C(=NC(=NC1)NC)[C@H](CC1=CC(=CC(=C1)F)F)NC(CN1N=C(C=2C(CCC(C12)(F)F)(F)F)C(F)F)=O ((S)—N-(1-(5-bromo-2-(methylamino)pyrimidin-4-yl)-2-(3,5-difluorophenyl)ethyl)-2-(3-(difluoromethyl)-4,4,7,7-tetrafluoro-4,5,6,7-tetrahydro-1H-indazol-1-yl)acetamide), BrC=1C(=NC(=NC1)S(=O)(=O)C)[C@H](CC1=CC(=CC(=C1)F)F)NC(CN1N=C(C=2C(CCC(C12)(F)F)(F)F)C(F)F)=O ((S)—N-(1-(5-bromo-2-(methylsulfonyl)pyrimidin-4-yl)-2-(3,5-difluorophenyl)ethyl)-2-(3-(difluoromethyl)-4,4,7,7-tetrafluoro-4,5,6,7-tetrahydro-1H-indazol-1-yl)acetamide), COCCOCCN (2-(2-methoxyethoxy)ethanamine). Yields the product BrC=1C(=NC(=NC1)NCCOCCOC)[C@H](CC1=CC(=CC(=C1)F)F)NC(CN1N=C(C=2C(CCC(C12)(F)F)(F)F)C(F)F)=O ((S)—N-(1-(5-bromo-2-((2-(2-methoxyethoxy)ethyl)amino)pyrimidin-4-yl)-2-(3,5-difluorophenyl)ethyl)-2-(3-(difluoromethyl)-4,4,7,7-tetrafluoro-4,5,6,7-tetrahydro-1H-indazol-1-yl)acetamide). Reaction SMILES: [Br:1][C:2]1[C:3]([C@@H:10]([NH:20][C:21](=[O:39])[CH2:22][N:23]2[C:31]3[C:30]([F:33])([F:32])[CH2:29][CH2:28][C:27]([F:35])([F:34])[C:26]=3[C:25]([CH:36]([F:38])[F:37])=[N:24]2)[CH2:11][C:12]2[CH:17]=[C:16]([F:18])[CH:15]=[C:14]([F:19])[CH:13]=2)=[N:4][C:5]([NH:8][CH3:9])=[N:6][CH:7]=1.BrC1C([C@@H](NC(=O)CN2C3C(F)(F)CCC(F)(F)C=3C(C(F)F)=N2)CC2C=C(F)C=C(F)C=2)=NC(S(C)(=O)=O)=NC=1.[CH3:81][O:82][CH2:83][CH2:84][O:85][CH2:86]CN>>[Br:1][C:2]1[C:3]([C@@H:10]([NH:20][C:21](=[O:39])[CH2:22][N:23]2[C:31]3[C:30]([F:33])([F:32])[CH2:29][CH2:28][C:27]([F:34])([F:35])[C:26]=3[C:25]([CH:36]([F:37])[F:38])=[N:24]2)[CH2:11][C:12]2[CH:13]=[C:14]([F:19])[CH:15]=[C:16]([F:18])[CH:17]=2)=[N:4][C:5]([NH:8][CH2:9][CH2:81][O:82][CH2:83][CH2:84][O:85][CH3:86])=[N:6][CH:7]=1. Reported procedure: The title compound (17A) was prepared according to the method presented for the synthesis of compound 14A of Example 14 utilizing 12C and 2-(2-methoxyethoxy)ethanamine. MS (m/z) 716.15 [M+H]+. The reactants are CCOC(=O)Cc1cccc(Oc2ccccc2C)c1N, [Na+], C1COCCO1, [OH-], O. Product: Cc1ccccc1Oc1cccc(CC(=O)O)c1N. Reaction SMILES: [NH2:1][c:2]1[c:3]([CH2:16][C:17](=[O:18])[O:19][CH2:20][CH3:21])[cH:4][cH:5][cH:6][c:7]1[O:8][c:9]1[c:10]([CH3:15])[cH:11][cH:12][cH:13][cH:14]1.[Na+:23].[O:25]1[CH2:26][CH2:27][O:28][CH2:29][CH2:30]1.[OH-:22].[OH2:24]>>[NH2:1][c:2]1[c:3]([CH2:16][C:17](=[O:18])[OH:19])[cH:4][cH:5][cH:6][c:7]1[O:8][c:9]1[c:10]([CH3:15])[cH:11][cH:12][cH:13][cH:14]1. The reactants are BrC1=C(C=CC(=C1)C(C)C)N(CC)C1=NC(=CC(=N1)N1CCC(CC1)(O)C=1SC=CC1)C (2-[N-(2-Bromo-4-isopropylphenyl)-N-ethylamino]-4-[4-(thiophen-2-yl)-4-hydroxypiperidin-1-yl]-6-methylpyrimidine), C(O)([O-])=O.[Na+] (sodium hydrogencarbonate). Run in C(=O)O (formic acid). The product is BrC1=C(C=CC(=C1)C(C)C)N(CC)C1=NC(=CC(=N1)N1CCC(=CC1)C=1SC=CC1)C (2- [N- (2-bromo-4-isopropylphenyl) -N-ethylamino] -4-[4-(thiophen-2-yl)-1,2,3,6-tetrahydropyridin-1-yl]-6-methylpyrimidine). Isolated yield 82.4%. As a reaction SMILES: [Br:1][C:2]1[CH:7]=[C:6]([CH:8]([CH3:10])[CH3:9])[CH:5]=[CH:4][C:3]=1[N:11]([C:14]1[N:19]=[C:18]([N:20]2[CH2:25][CH2:24][C:23]([C:27]3[S:28][CH:29]=[CH:30][CH:31]=3)(O)[CH2:22][CH2:21]2)[CH:17]=[C:16]([CH3:32])[N:15]=1)[CH2:12][CH3:13].C(=O)([O-])O.[Na+]>C(O)=O>[Br:1][C:2]1[CH:7]=[C:6]([CH:8]([CH3:9])[CH3:10])[CH:5]=[CH:4][C:3]=1[N:11]([C:14]1[N:19]=[C:18]([N:20]2[CH2:21][CH:22]=[C:23]([C:27]3[S:28][CH:29]=[CH:30][CH:31]=3)[CH2:24][CH2:25]2)[CH:17]=[C:16]([CH3:32])[N:15]=1)[CH2:12][CH3:13] |f:1.2|. Procedure: 2-[N-(2-Bromo-4-isopropylphenyl)-N-ethylamino]-4-[4-(thiophen-2-yl)-4-hydroxypiperidin-1-yl]-6-methylpyrimidine (166 mg) was stirred in 0.5 ml of99% formic acid at room temperature for 2 hours. The reaction solution was poured into a saturated aqueous solution of sodium hydrogencarbonate and extracted with ethyl acetate. The extract was washed successively with a saturated sodium hydrogencarbonate aqueous solution and a saturated sodium chloride aqueous solution, and dried over anhydrous sodium ... Reactants: CCOC(=O)C(C)(C)Oc1cccc(C(=O)O)c1, ClCCl, CCN=C=NCCCN(C)C, CCO, CN(C)c1ccncc1, Cl. Product: CCOC(=O)C(C)(C)Oc1cccc(C(=O)NC)c1. As a reaction SMILES: [CH2:1]([CH3:2])[O:3][C:4](=[O:5])[C:6]([CH3:7])([O:8][c:9]1[cH:10][c:11]([C:12](=[O:13])[OH:14])[cH:15][cH:16][cH:17]1)[CH3:18].[CH2:31]([Cl:32])[Cl:33].[CH3:20][N:21]([CH3:22])[CH2:23][CH2:24][CH2:25][N:26]=[C:27]=[N:28][CH2:29][CH3:30].[CH3:34][CH2:35][OH:36].[CH3:37][N:38]([CH3:39])[c:40]1[cH:41][cH:42][n:43][cH:44][cH:45]1.[ClH:19]>>[CH2:1]([CH3:2])[O:3][C:4](=[O:5])[C:6]([CH3:7])([O:8][c:9]1[cH:10][c:11]([C:12](=[O:13])[NH:21][CH3:20])[cH:15][cH:16][cH:17]1)[CH3:18]. Reactants: ClC=1C=C2C=C(C(OC2=CC1CC=1SC=CC1)C(F)(F)F)C(=O)OCC (ethyl 6-chloro-7-(thien-2-ylmethyl)-2-(trifluoromethyl)-2H-chromene-3-carboxylate), product, CC1=C(C=C2C=CCOC2=C1)Cl (7-methyl-6-chlorochromene). The product is ClC=1C=C2C=C(C(OC2=CC1CC=1SC=CC1)C(F)(F)F)C(=O)O (6-chloro-7-(thien-2-ylmethyl)-2-(trifluoromethyl)-2H-chromene-3-carboxylic acid). RXN SMILES: [Cl:1][C:2]1[CH:3]=[C:4]2[C:9](=[CH:10][C:11]=1[CH2:12][C:13]1[S:14][CH:15]=[CH:16][CH:17]=1)[O:8][CH:7]([C:18]([F:21])([F:20])[F:19])[C:6]([C:22]([O:24]CC)=[O:23])=[CH:5]2.CC1C=C2C(C=CCO2)=CC=1Cl>>[Cl:1][C:2]1[CH:3]=[C:4]2[C:9](=[CH:10][C:11]=1[CH2:12][C:13]1[S:14][CH:15]=[CH:16][CH:17]=1)[O:8][CH:7]([C:18]([F:21])([F:20])[F:19])[C:6]([C:22]([OH:24])=[O:23])=[CH:5]2. Procedure: The ester obtained from Example 170 Step 3 was converted to the acid according to the procedure of Example 150 Step 4. The product (20 mg) contained a major impurity amounting to 14%, which was determined to be the 7-methyl-6-chlorochromene, which can be removed by reverse phase HPLC (column: Delta Pak 300×50 mm I.D. C18, 15 μM) using a H2O—CH3CN gradient (conditions: 90/10-50/50 over 30 minutes) which gave pure product. 1H NMR (MeOH-d4) 7.54 (s, 1H), 7.14 (s, 1H), 7.07 (d, 1H, J=4.3 Hz), 6.76-6... Starting materials: C(C)OC(=O)N1N=C2C(=CC(=CC2=C1N)C(F)(F)F)N (3,7-diamino-5-trifluoromethylindazole-2-carboxylic acid ethyl ester). The solvent is C(C)OC(=O)OC(=O)OCC (pyrocarbonic acid diethyl ester). The product is NC1=NNC2=C(C=C(C=C12)C(F)(F)F)N (3.7-diamino-5-trifluoromethylindazole). As a reaction SMILES: C(OC([N:6]1[C:14]([NH2:15])=[C:13]2[C:8]([C:9]([NH2:20])=[CH:10][C:11]([C:16]([F:19])([F:18])[F:17])=[CH:12]2)=[N:7]1)=O)C>C(OC(OC(OCC)=O)=O)C>[NH2:15][C:14]1[C:13]2[C:8](=[C:9]([NH2:20])[CH:10]=[C:11]([C:16]([F:18])([F:17])[F:19])[CH:12]=2)[NH:7][N:6]=1. Procedure details: Analogously to Example 1, 0.1 mol of 3.7-diamino-5-trifluoromethylindazole in 70 ml of pyrocarbonic acid diethyl ester gives 3,7-diamino-5-trifluoromethylindazole-2-carboxylic acid ethyl ester (melting point: 193°-194° C; 90% of theory) in 1 hour at 20°-30° C.